Dataset: the Open Reaction Database (ORD), a public repository of structured organic reaction records. Task: describe an organic reaction: reactants, conditions, products, and yield The reactants are C(C(=O)Cl)(=O)Cl (Oxalyl chloride), CN(C=O)C (N,N-dimethylformamide), C(C)(C)(C)C1=CC=C(C=C1)N1N=CC(=C1C)C(=O)O (1-(4-tert-butylphenyl)-5-methyl-1H-pyrazole-4-carboxylic acid). Solvent: ClCCl (dichloromethane). Run at time 2 hour. Product: C(C)(C)(C)C1=CC=C(C=C1)N1N=CC(=C1C)C(=O)NC=1C=NC(=CC1)C1CCC2(OCCO2)CC1 (1-(4-tert-butylphenyl)-N-[6-(1,4-dioxaspiro[4.5]decan-8-yl)pyridin-3-yl]-5-methyl-1H-pyrazole-4-carboxamide). RXN SMILES: [C:1](Cl)(=[O:5])[C:2](Cl)=[O:3].[CH3:7][N:8]([CH3:11])C=O.[C:12]([C:16]1[CH:21]=[CH:20][C:19]([N:22]2[C:26]([CH3:27])=[C:25]([C:28]([OH:30])=O)[CH:24]=[N:23]2)=[CH:18][CH:17]=1)([CH3:15])([CH3:14])[CH3:13]>ClCCl>[C:12]([C:16]1[CH:21]=[CH:20][C:19]([N:22]2[C:26]([CH3:27])=[C:25]([C:28]([NH:22][C:26]3[CH:7]=[N:8][C:11]([CH:16]4[CH2:21][CH2:20][C:19]5([O:5][CH2:1][CH2:2][O:3]5)[CH2:18][CH2:17]4)=[CH:24][CH:25]=3)=[O:30])[CH:24]=[N:23]2)=[CH:18][CH:17]=1)([CH3:14])([CH3:15])[CH3:13]. Procedure details: Oxalyl chloride (0.25 ml) and N,N-dimethylformamide (catalytic amounts) were added at room temperature to a solution of 1-(4-tert-butylphenyl)-5-methyl-1H-pyrazole-4-carboxylic acid (222 mg) described in Reference Example 17 in dichloromethane (5 ml) and stirred at room temperature for two hours. The solvent and an excess amount of oxalyl chloride were evaporated. Toluene (5 ml) was added to the resulting reaction mixture, a solution of 6-(1,4-dioxaspiro[4.5]decan-8-yl)pyridine-3-amine (185 mg) ...